From a dataset of the Open Reaction Database (ORD), a public repository of structured organic reaction records. describe an organic reaction: reactants, conditions, products, and yield Yields the product CC(=O)CCc1ccc(-c2ccnc(NC3CC(C)(C)NC(C)(C)C3)n2)cc1. Reaction SMILES: [CH3:19][C:20]1([CH3:21])[C:22]([CH3:23])([CH3:24])[O:25][B:26]([c:27]2[cH:28][cH:29][c:30]([CH2:33][CH2:34][C:35]([CH3:36])=[O:37])[cH:31][cH:32]2)[O:38]1.[Cl:1][c:2]1[n:3][c:4]([NH:8][CH:9]2[CH2:10][C:11]([CH3:17])([CH3:18])[NH:12][C:13]([CH3:15])([CH3:16])[CH2:14]2)[n:5][cH:6][cH:7]1>>[c:2]1(-[c:27]2[cH:28][cH:29][c:30]([CH2:33][CH2:34][C:35]([CH3:36])=[O:37])[cH:31][cH:32]2)[n:3][c:4]([NH:8][CH:9]2[CH2:10][C:11]([CH3:17])([CH3:18])[NH:12][C:13]([CH3:15])([CH3:16])[CH2:14]2)[n:5][cH:6][cH:7]1. Starting materials: CC(=O)CCc1ccc(B2OC(C)(C)C(C)(C)O2)cc1, CC1(C)CC(Nc2nccc(Cl)n2)CC(C)(C)N1. Starting materials: Nc1ccc(S(=O)(=O)c2cc(Br)nc(N3CCCC3)c2)cc1, O=C([O-])[O-], Cc1ccccc1, [K+], [K+], Cl[Pd]Cl, Cc1ccc(B(O)O)cc1, c1ccc(P(c2ccccc2)c2ccccc2)cc1, c1ccc(P(c2ccccc2)c2ccccc2)cc1. Yields the product Cc1ccc(-c2cc(S(=O)(=O)c3ccc(N)cc3)cc(N3CCCC3)n2)cc1. Reaction SMILES: [Br:1][c:2]1[n:3][c:4]([N:18]2[CH2:19][CH2:20][CH2:21][CH2:22]2)[cH:5][c:6]([S:8](=[O:9])(=[O:10])[c:11]2[cH:12][cH:13][c:14]([NH2:17])[cH:15][cH:16]2)[cH:7]1.[C:40](=[O:41])([O-:42])[O-:43].[CH3:33][c:34]1[cH:35][cH:36][cH:37][cH:38][cH:39]1.[K+:44].[K+:45].[Pd:46]([Cl:47])[Cl:48].[c:23]1([CH3:32])[cH:24][cH:25][c:26]([B:29]([OH:30])[OH:31])[cH:27][cH:28]1.[c:49]1([P:50]([c:51]2[cH:52][cH:53][cH:54][cH:55][cH:56]2)[c:57]2[cH:58][cH:59][cH:60][cH:61][cH:62]2)[cH:63][cH:64][cH:65][cH:66][cH:67]1.[c:68]1([P:69]([c:70]2[cH:71][cH:72][cH:73][cH:74][cH:75]2)[c:76]2[cH:77][cH:78][cH:79][cH:80][cH:81]2)[cH:82][cH:83][cH:84][cH:85][cH:86]1>>[c:2]1(-[c:26]2[cH:25][cH:24][c:23]([CH3:32])[cH:28][cH:27]2)[n:3][c:4]([N:18]2[CH2:19][CH2:20][CH2:21][CH2:22]2)[cH:5][c:6]([S:8](=[O:9])(=[O:10])[c:11]2[cH:12][cH:13][c:14]([NH2:17])[cH:15][cH:16]2)[cH:7]1.